Dataset: the Open Reaction Database (ORD), a public repository of structured organic reaction records. Task: describe an organic reaction: reactants, conditions, products, and yield The reactants are COC1=CC=C2C(C(=C(SC2=C1)C)C1=CC=C(C(=O)OC)C=C1)=O (methyl 4-(7-methoxy-2-methyl-4-oxo-4H-thiochromen-3-yl)benzoate), Intermediate F, C(=O)([O-])[O-].[K+].[K+] (K2CO3). The solvent is CC(=O)C (acetone). Conditions: time 3 hour. The product is OC1=CC=C2C(C(=C(SC2=C1)C)C1=CC=C(C(=O)O)C=C1)=O (4-(7-hydroxy-2-methyl-4-oxo-4H-thiochromen-3-yl)benzoic acid). Isolated yield 70.0%. RXN SMILES: C[O:2][C:3]1[CH:12]=[C:11]2[C:6]([C:7](=[O:24])[C:8]([C:14]3[CH:23]=[CH:22][C:17]([C:18]([O:20]C)=[O:19])=[CH:16][CH:15]=3)=[C:9]([CH3:13])[S:10]2)=[CH:5][CH:4]=1.C([O-])([O-])=O.[K+].[K+]>CC(C)=O>[OH:2][C:3]1[CH:12]=[C:11]2[C:6]([C:7](=[O:24])[C:8]([C:14]3[CH:23]=[CH:22][C:17]([C:18]([OH:20])=[O:19])=[CH:16][CH:15]=3)=[C:9]([CH3:13])[S:10]2)=[CH:5][CH:4]=1 |f:1.2.3|. Procedure: Synthesis: Step 1: Synthesis of methyl 4-(7-methoxy-2-methyl-4-oxo-4H-thiochromen-3-yl)benzoate: To a solution of Intermediate F (methyl 4-(2-(2-(acetylthio)-4-methoxyphenyl)-2-oxoethyl)benzoate) (600 mg, 1.674 mmol) in acetone (12 ml) was added K2CO3 (386 mg, 3.348 mmol) at room temperature. The mixture was stirred for 3 hours, filtered and concentrated. The residue was purified by Combi-Flash (40 g silica gel, start PE/EtOAc=10/0 to 3/1 gradient, 40 ml/min, 40 min, 1.6 L total solvent volume) ... Reactants: O=[N+]([O-])c1cccnc1Cl, [Na], CN(C)C=O, c1nc[nH]n1. Product: O=[N+]([O-])c1cccnc1-n1cncn1. RXN SMILES: [Cl:1][c:2]1[n:3][cH:4][cH:5][cH:6][c:7]1[N+:8](=[O:9])[O-:10].[Na:11].[O:17]=[CH:18][N:19]([CH3:20])[CH3:21].[nH:12]1[n:13][cH:14][n:15][cH:16]1>>[c:2]1(-[n:12]2[n:13][cH:14][n:15][cH:16]2)[n:3][cH:4][cH:5][cH:6][c:7]1[N+:8](=[O:9])[O-:10]. Reactants: CCOC(=O)C.CCCCCC (EtOAc Hexane), C(#N)C1=CC2=C(NC=3N=CC=CC3C2(COC(C)C)C(F)(F)F)C=C1 (7-cyano-5-trifluoromethyl-5-isopropoxymethyl-5,10-dihydrobenzo[b][1,8]naphthyridine), C1CC(=O)N(C1=O)Br (NBS). Run in C(C)#N (acetonitrile). Reaction conditions: time 30 minute. The product is BrC1=CC=2C(C3=C(NC2N=C1)C=CC(=C3)C#N)(COC(C)C)C(F)(F)F (3-bromo-7-cyano-5-trifluoromethyl-5-isopropoxymethyl-5,10-dihydrobenzo[b][1,8]naphthyridine). The yield is 97.3%. As a reaction SMILES: [C:1]([C:3]1[CH:25]=[CH:24][C:6]2[NH:7][C:8]3[N:9]=[CH:10][CH:11]=[CH:12][C:13]=3[C:14]([C:20]([F:23])([F:22])[F:21])([CH2:15][O:16][CH:17]([CH3:19])[CH3:18])[C:5]=2[CH:4]=1)#[N:2].C1C(=O)N([Br:33])C(=O)C1.CCOC(C)=O.CCCCCC>C(#N)C>[Br:33][C:11]1[CH:10]=[N:9][C:8]2[NH:7][C:6]3[CH:24]=[CH:25][C:3]([C:1]#[N:2])=[CH:4][C:5]=3[C:14]([C:20]([F:21])([F:22])[F:23])([CH2:15][O:16][CH:17]([CH3:19])[CH3:18])[C:13]=2[CH:12]=1 |f:2.3|. Reported procedure: To a stirred solution of 7-cyano-5-trifluoromethyl-5-isopropoxymethyl-5,10-dihydrobenzo[b][1,8]naphthyridine (14)(61 mg, 0.176 mmol) in anhydrous acetonitrile (2 mL) at room temperature was added NBS (38 mg, 0.211 mmol). The reaction mixture was stirred at room temperature for 1 h 30 min. The reaction was quenched with 1:1 saturated aqueous NaHCO3/water (20 mL), and extracted with EtOAc (2×). The combined organic layers were washed with brine, dried over MgSO4, filtered and concentrated in vacuo... Reactants: [OH-].[Na+] (NaOH), CC1=CC=C(C=C1)C1=CCC(C2=CC(=CC=C12)C(C)=O)(C)C (3,4-dihydro-1-(4-methylphenyl)-4,4-dimethyl-6-acetylnaphthalene), CC1=CC=C(C=C1)C1=CCC(C2=CC(=CC=C12)C(C)=O)(C)C (3,4-dihydro-1-(4-methylphenyl)-4,4-dimethyl-6-acetylnaphthalene), C(=O)(O)C1=CC=C(C=O)C=C1 (4-carboxy benzaldehyde). The solvent is CO (MeOH). Conditions: time 12 hour. Product: O=C(C=CC1=CC=C(C(=O)O)C=C1)C1=CC=2C(CC=C(C2C=C1)C1=CC=C(C=C1)C)(C)C (4-[3-oxo-3-(7,8-dihydro-5-(4-methylphenyl)-8,8-dimethyl-2-naphthalenyl)-1-propenyl]-benzoic acid). Reaction SMILES: [CH3:1][C:2]1[CH:7]=[CH:6][C:5]([C:8]2[C:17]3[C:12](=[CH:13][C:14]([C:18](=[O:20])[CH3:19])=[CH:15][CH:16]=3)[C:11]([CH3:22])([CH3:21])[CH2:10][CH:9]=2)=[CH:4][CH:3]=1.[C:23]([C:26]1[CH:33]=[CH:32][C:29]([CH:30]=O)=[CH:28][CH:27]=1)([OH:25])=[O:24].[OH-].[Na+]>CO>[O:20]=[C:18]([C:14]1[CH:15]=[CH:16][C:17]2[C:8]([C:5]3[CH:6]=[CH:7][C:2]([CH3:1])=[CH:3][CH:4]=3)=[CH:9][CH2:10][C:11]([CH3:22])([CH3:21])[C:12]=2[CH:13]=1)[CH:19]=[CH:30][C:29]1[CH:32]=[CH:33][C:26]([C:23]([OH:25])=[O:24])=[CH:27][CH:28]=1 |f:2.3|. Procedure details: To a solution of 78.7 mg (0.272 mmol) 3,4-dihydro-1-(4-methylphenyl)-4,4-dimethyl-6-acetylnaphthalene (Compound 100G) in 4.0 ml of MeOH was added 53.1 mg (0.354 mmol) of 4-carboxy benzaldehyde, and 80. mg (2.00 mmol; 2.0 ml of 1M aqueous NaOH). The resulting solution was stirred at room temperature for 12 hours, concentrated under reduced pressure, and the residual oil dissolved in EtOAc. The solution was treated with 10% HCl, and the organic layer was washed with H2O, and saturated aqueous NaCl... The product is FC1=CC=C(C=C1)CC1=CN=C2C(=C(C(N(C2=C1)CC(N1CCCCC1)=O)=O)C(=O)NCC(C)O)O ((±)-7-[(4-Fluorophenyl)methyl]-4-hydroxy-N-(2-hydroxypropyl)-2-oxo-1-[2-oxo-2-(1-piperidinyl)ethyl]-1,2-dihydro-1,5-naphthyridine-3-carboxamide). RXN SMILES: [F:1][C:2]1[CH:7]=[CH:6][C:5]([CH2:8][C:9]2[CH:18]=[C:17]3[C:12]([C:13]([OH:34])=[C:14]([C:29](OCC)=[O:30])[C:15](=[O:28])[N:16]3[CH2:19][C:20](=[O:27])[N:21]3[CH2:26][CH2:25][CH2:24][CH2:23][CH2:22]3)=[N:11][CH:10]=2)=[CH:4][CH:3]=1.[NH2:35][CH2:36][CH:37]([OH:39])[CH3:38]>>[F:1][C:2]1[CH:7]=[CH:6][C:5]([CH2:8][C:9]2[CH:18]=[C:17]3[C:12]([C:13]([OH:34])=[C:14]([C:29]([NH:35][CH2:36][CH:37]([OH:39])[CH3:38])=[O:30])[C:15](=[O:28])[N:16]3[CH2:19][C:20](=[O:27])[N:21]3[CH2:22][CH2:23][CH2:24][CH2:25][CH2:26]3)=[N:11][CH:10]=2)=[CH:4][CH:3]=1. The reactants are FC1=CC=C(C=C1)CC1=CN=C2C(=C(C(N(C2=C1)CC(N1CCCCC1)=O)=O)C(=O)OCC)O (ethyl 7-[(4-fluorophenyl)methyl]-4-hydroxy-2-oxo-1-[2-oxo-2-(1-piperidinyl)ethyl]-1,2-dihydro-1,5-naphthyridine-3-carboxylate), NCC(C)O ((±)-1-amino-2-propanol). Procedure details: This compound was prepared from ethyl 7-[(4-fluorophenyl)methyl]-4-hydroxy-2-oxo-1-[2-oxo-2-(1-piperidinyl)ethyl]-1,2-dihydro-1,5-naphthyridine-3-carboxylate and (±)-1-amino-2-propanol employing methods similar to those those described in Example 9 and was purified by reverse phase preparative HPLC (C-18 stationary phase; 10-100% CH3CN/water/0.1% formic acid mobile phase). The product was obtained as a white solid: 1H NMR (CDCl3) δ 10.32 (1H, m), 8.55 (1H, s), 7.16 (2H, dd, J=8.5, 5.5 Hz), 7.03 ... Starting materials: S(=S)(=O)([O-])[O-].[Na+].[Na+] (sodium thiosulfate), O1C=C[C@@H](O)[C@H](O)[C@H]1CO (glucal), C(C1=CC=CC=C1)O[C@H]1[C@@H](O[C@@H]([C@H]([C@@H]1OCC1=CC=CC=C1)OCC1=CC=CC=C1)COCC1=CC=CC=C1)C1=CC(=C(C=C1)Cl)CC=1SC(=CC1)C1=NC=CC=N1 (1-(2,3,4,6-tetra-O-benzyl-β-D-glucopyranosyl)-4-chloro-3-(5-(2-pyrimidinyl)-2-thienylmethyl)benzene), C(O)([O-])=O.[Na+] (sodium hydrogen carbonate). Solvent: C(C)S (ethanethiol). Run at time 8 hour. Yields the product [C@@H]1([C@H](O)[C@@H](O)[C@H](O)[C@H](O1)CO)C1=CC(=C(C=C1)Cl)CC=1SC(=CC1)C1=NC=CC=N1 (1-(β-D-glucopyranosyl)-4-chloro-3-(5-(2-pyrimidinyl)-2-thienylmethyl)benzene). Yield: 54.1%. As a reaction SMILES: O1[C@H](CO)[C@@H](O)[C@H](O)C=C1.C([O:18][C@@H:19]1[C@@H:24]([O:25]CC2C=CC=CC=2)[C@H:23]([O:33]CC2C=CC=CC=2)[C@@H:22]([CH2:41][O:42]CC2C=CC=CC=2)[O:21][C@H:20]1[C:50]1[CH:55]=[CH:54][C:53]([Cl:56])=[C:52]([CH2:57][C:58]2[S:59][C:60]([C:63]3[N:68]=[CH:67][CH:66]=[CH:65][N:64]=3)=[CH:61][CH:62]=2)[CH:51]=1)C1C=CC=CC=1.C(=O)([O-])O.[Na+].S([O-])([O-])(=O)=S.[Na+].[Na+]>C(S)C>[C@@H:20]1([C:50]2[CH:55]=[CH:54][C:53]([Cl:56])=[C:52]([CH2:57][C:58]3[S:59][C:60]([C:63]4[N:64]=[CH:65][CH:66]=[CH:67][N:68]=4)=[CH:61][CH:62]=3)[CH:51]=2)[O:21][C@H:22]([CH2:41][OH:42])[C@@H:23]([OH:33])[C@H:24]([OH:25])[C@H:19]1[OH:18] |f:2.3,4.5.6|. Procedure: To a solution of 5-bromo-2-chlorobenzoic acid 45 (1.22 g) in a mixture of tetrahydrofuran (20 ml)-toluene (20 ml) was added dropwise n-butyl lithium (2.44 M hexane solution, 4.26 ml) at −78° C. under argon atmosphere. The mixture was stirred at −78° C. for 30 minutes, and added dropwise thereto was a solution of 2,3,4,6-tetra-O-benzyl-β-D-glucolactone 46 (2.16 g) in toluene (10 ml), and the mixture was further stirred at the same temperature for 2 hours. To the mixture was added a saturated aque...